Dataset: the Open Reaction Database (ORD), a public repository of structured organic reaction records. Task: describe an organic reaction: reactants, conditions, products, and yield Starting materials: CC(=O)O, [Na+], [Na+], O=S([O-])([O-])=S, O=c1[nH]c2cc(Sc3cccc4cnccc34)c([N+](=O)[O-])cc2s1. The product is O=c1[nH]c2cc(S(=O)c3cccc4cnccc34)c([N+](=O)[O-])cc2s1. RXN SMILES: [CH3:32][C:33](=[O:34])[OH:35].[Na+:30].[Na+:31].[S:25]([O-:26])(=[O:27])([O-:28])=[S:29].[cH:1]1[n:2][cH:3][cH:4][c:5]2[c:6]([S:11][c:12]3[c:13]([N+:22](=[O:23])[O-:24])[cH:14][c:15]4[c:16]([nH:17][c:18](=[O:20])[s:19]4)[cH:21]3)[cH:7][cH:8][cH:9][c:10]12>>[cH:1]1[n:2][cH:3][cH:4][c:5]2[c:6]([S:11]([c:12]3[c:13]([N+:22](=[O:23])[O-:24])[cH:14][c:15]4[c:16]([nH:17][c:18](=[O:20])[s:19]4)[cH:21]3)=[O:27])[cH:7][cH:8][cH:9][c:10]12. Procedure: Concentrated ammonium hydroxide (0.15 mL) was added to a solution of ethyl 2-[(3aR,6R,6aS)-6-[6-chloro-5-(4-phenylphenyl)-1-(2-trimethylsilylethoxymethyl)-imidazo[4,5-b]pyridin-2-yl]oxy-2,3,3a,5,6,6a-hexahydrofuro[3,2-b]furan-3-yl]acetate (41.1 mg, 0.063 mmol) in ethanol (0.5 mL). The solution was stirred for 29 hours in a 50 degree oil bath. After cooling to room temperature, additional concentrated ammonium hydroxide (0.3 mL) was added and the mixture was heated for an additional 24 hours in a... Reactants: [OH-].[NH4+] (ammonium hydroxide), ClC=1C=C2C(=NC1C1=CC=C(C=C1)C1=CC=CC=C1)N=C(N2COCC[Si](C)(C)C)O[C@@H]2CO[C@H]1[C@@H]2OCC1CC(=O)OCC (ethyl 2-[(3aR,6R,6aS)-6-[6-chloro-5-(4-phenylphenyl)-1-(2-trimethylsilylethoxymethyl)-imidazo[4,5-b]pyridin-2-yl]oxy-2,3,3a,5,6,6a-hexahydrofuro[3,2-b]furan-3-yl]acetate), [OH-].[NH4+] (ammonium hydroxide). The product is ClC=1C=C2C(=NC1C1=CC=C(C=C1)C1=CC=CC=C1)N=C(N2COCC[Si](C)(C)C)O[C@@H]2CO[C@H]1[C@@H]2OCC1CC(=O)N (2-[(3aR,6R,6aS)-6-[6-chloro-5-(4-phenylphenyl)-1-(2-trimethylsilylethoxy-methyl)-imidazo[4,5-b]pyridin-2-yl]oxy-2,3,3a,5,6,6a-hexahydrofuro[3,2-b]furan-3-yl]acetamide). Conditions: time 29 hour. Solvent: C(C)O (ethanol). RXN SMILES: [OH-].[NH4+:2].[Cl:3][C:4]1[CH:5]=[C:6]2[N:24]([CH2:25][O:26][CH2:27][CH2:28][Si:29]([CH3:32])([CH3:31])[CH3:30])[C:23]([O:33][C@H:34]3[C@H:38]4[O:39][CH2:40][CH:41]([CH2:42][C:43]([O:45]CC)=O)[C@H:37]4[O:36][CH2:35]3)=[N:22][C:7]2=[N:8][C:9]=1[C:10]1[CH:15]=[CH:14][C:13]([C:16]2[CH:21]=[CH:20][CH:19]=[CH:18][CH:17]=2)=[CH:12][CH:11]=1>C(O)C>[Cl:3][C:4]1[CH:5]=[C:6]2[N:24]([CH2:25][O:26][CH2:27][CH2:28][Si:29]([CH3:31])([CH3:30])[CH3:32])[C:23]([O:33][C@H:34]3[C@H:38]4[O:39][CH2:40][CH:41]([CH2:42][C:43]([NH2:2])=[O:45])[C@H:37]4[O:36][CH2:35]3)=[N:22][C:7]2=[N:8][C:9]=1[C:10]1[CH:15]=[CH:14][C:13]([C:16]2[CH:21]=[CH:20][CH:19]=[CH:18][CH:17]=2)=[CH:12][CH:11]=1 |f:0.1|. Reactants: COC(=O)CCCCCCCCCCCCCCCBr, CCOC(=O)c1ccc(N)cc1, CN(C)P(=O)(N(C)C)N(C)C, O. Product: CCOC(=O)c1ccc(NCCCCCCCCCCCCCCCC(=O)OC)cc1. As a reaction SMILES: [Br:1][CH2:2][CH2:3][CH2:4][CH2:5][CH2:6][CH2:7][CH2:8][CH2:9][CH2:10][CH2:11][CH2:12][CH2:13][CH2:14][CH2:15][CH2:16][C:17](=[O:18])[O:19][CH3:20].[CH3:21][CH2:22][O:23][C:24](=[O:25])[c:26]1[cH:27][cH:28][c:29]([NH2:30])[cH:31][cH:32]1.[CH3:33][N:34]([P:35]([N:36]([CH3:37])[CH3:38])([N:39]([CH3:40])[CH3:41])=[O:42])[CH3:43].[OH2:44]>>[CH2:2]([CH2:3][CH2:4][CH2:5][CH2:6][CH2:7][CH2:8][CH2:9][CH2:10][CH2:11][CH2:12][CH2:13][CH2:14][CH2:15][CH2:16][C:17](=[O:18])[O:19][CH3:20])[NH:30][c:29]1[cH:28][cH:27][c:26]([C:24]([O:23][CH2:22][CH3:21])=[O:25])[cH:32][cH:31]1. Starting materials: C[O-], CO, COc1ccc2nc(Cl)c(N)nc2c1, [Na+], C1CCOC1. Product: COc1ccc2nc(OC)c(N)nc2c1. Reaction SMILES: [CH3:15][O-:16].[CH3:23][OH:24].[NH2:1][c:2]1[c:3]([Cl:14])[n:4][c:5]2[cH:6][cH:7][c:8]([O:12][CH3:13])[cH:9][c:10]2[n:11]1.[Na+:17].[O:18]1[CH2:19][CH2:20][CH2:21][CH2:22]1>>[NH2:1][c:2]1[c:3]([O:16][CH3:15])[n:4][c:5]2[cH:6][cH:7][c:8]([O:12][CH3:13])[cH:9][c:10]2[n:11]1. Reactants: C(=O)(C(F)(F)F)O (TFA), ClC1=CC=C(CN(C(C2=CC=C(C=C2)C=2C3=C(N=CN2)CC[C@H]3C)=O)CCNC(OC(C)(C)C)=O)C=C1 ((R)-tert-butyl 2-(N-(4-chlorobenzyl)-4-(5-methyl-6,7-dihydro-5H-cyclopenta[d]pyrimidin-4-yl)benzamido)ethylcarbamate). Solvent: C(Cl)Cl (DCM). Run at time 1.5 hour. Yields the product NCCN(C(C1=CC=C(C=C1)C=1C2=C(N=CN1)CC[C@H]2C)=O)CC2=CC=C(C=C2)Cl ((R)-N-(2-aminoethyl)-N-(4-chlorobenzyl)-4-(5-methyl-6,7-dihydro-5H-cyclopenta[d]pyrimidin-4-yl)benzamide). The yield is 22.7%. Reaction SMILES: C(O)(C(F)(F)F)=O.[Cl:8][C:9]1[CH:44]=[CH:43][C:12]([CH2:13][N:14]([CH2:33][CH2:34][NH:35]C(=O)OC(C)(C)C)[C:15](=[O:32])[C:16]2[CH:21]=[CH:20][C:19]([C:22]3[C:23]4[C@H:30]([CH3:31])[CH2:29][CH2:28][C:24]=4[N:25]=[CH:26][N:27]=3)=[CH:18][CH:17]=2)=[CH:11][CH:10]=1>C(Cl)Cl>[NH2:35][CH2:34][CH2:33][N:14]([CH2:13][C:12]1[CH:11]=[CH:10][C:9]([Cl:8])=[CH:44][CH:43]=1)[C:15](=[O:32])[C:16]1[CH:21]=[CH:20][C:19]([C:22]2[C:23]3[C@H:30]([CH3:31])[CH2:29][CH2:28][C:24]=3[N:25]=[CH:26][N:27]=2)=[CH:18][CH:17]=1. Reported procedure: TFA (182 μL, 2.36 mmol) was added to a solution of (R)-tert-butyl 2-(N-(4-chlorobenzyl)-4-(5-methyl-6,7-dihydro-5H-cyclopenta[d]pyrimidin-4-yl)benzamido)ethylcarbamate (49 mg, 0.094 mmol) in DCM (1 mL). The mixture was stirred at room temperature for 1.5 hours. The mixture was concentrated in vacuo. The crude product was purified by reverse phase HPLC to give (R)-N-(2-aminoethyl)-N-(4-chlorobenzyl)-4-(5-methyl-6,7-dihydro-5H-cyclopenta[d]pyrimidin-4-yl)benzamide as an oil (9 mg, 22%). MS (APCI+)...